From a dataset of the Open Reaction Database (ORD), a public repository of structured organic reaction records. describe an organic reaction: reactants, conditions, products, and yield Reactants: CC(Cl)c1cccnc1, OCC1CCn2ccnc2C1. The reagents and catalysts are O=C([O-])[O-].[Cs+].[Cs+] (cesium carbonate), [I-].[K+] (potassium iodide). Solvent: CN(C)C=O (DMF), CN(C)C=O (dmf), CN(C)C=O (DMF). Conditions: temperature 70 celsius, time 16 hour. Product: CC(OCC1CCn2ccnc2C1)c1cccnc1. The solvent is C(C)N(CC)CC (triethylamine). Product: COC(=O)C=1C(=NC(=NC1)OC1=CC(=C(C=C1)C(C(C(F)(F)F)(O)C1=CN(C(C(=C1)C)=O)C)C)Cl)C(F)(F)F (2-{3-Chloro-4-[2-(1,5-dimethyl-6-oxo-1,6-dihydro-pyridin-3-yl)-3,3,3-trifluoro-2-hydroxy-1-methyl-propyl]-phenoxy}-4-trifluoromethyl-pyrimidine-5-carboxylic acid methyl ester). As a reaction SMILES: [Cl:1][C:2]1[CH:7]=[C:6]([OH:8])[CH:5]=[CH:4][C:3]=1[CH:9]([CH3:25])[C:10]([C:16]1[CH:17]=[C:18]([CH3:24])[C:19](=[O:23])[N:20]([CH3:22])[CH:21]=1)([OH:15])[C:11]([F:14])([F:13])[F:12].Cl[C:27]1[N:32]=[C:31]([C:33]([F:36])([F:35])[F:34])[C:30]([C:37]([O-:39])=[O:38])=[CH:29][N:28]=1.N12CCN(CC1)C[CH2:41]2>C(N(CC)CC)C>[CH3:41][O:39][C:37]([C:30]1[C:31]([C:33]([F:36])([F:35])[F:34])=[N:32][C:27]([O:8][C:6]2[CH:5]=[CH:4][C:3]([CH:9]([CH3:25])[C:10]([C:16]3[CH:17]=[C:18]([CH3:24])[C:19](=[O:23])[N:20]([CH3:22])[CH:21]=3)([OH:15])[C:11]([F:13])([F:14])[F:12])=[C:2]([Cl:1])[CH:7]=2)=[N:28][CH:29]=1)=[O:38]. Reported procedure: In analogy to Example 163, 5-[2-(2-chloro-4-hydroxy-phenyl)-1-hydroxy-1-trifluoromethyl-propyl]-1,3-dimethyl-1H-pyridin-2-one (Example 203, step 5) was reacted with 2-chloro-4-(trifluoromethyl)pyrimidine-5-carboxylate in the presence of triethylamine and 1,4-diazabicyclo[2.2.2]octane to give the title compound as a colorless solid. MS (m/e)=580.2 [M+H+]. The reactants are ClC1=C(C=CC(=C1)O)C(C(C(F)(F)F)(O)C=1C=C(C(N(C1)C)=O)C)C (5-[2-(2-chloro-4-hydroxy-phenyl)-1-hydroxy-1-trifluoromethyl-propyl]-1,3-dimethyl-1H-pyridin-2-one), ClC1=NC=C(C(=N1)C(F)(F)F)C(=O)[O-] (2-chloro-4-(trifluoromethyl)pyrimidine-5-carboxylate), N12CCN(CC1)CC2 (1,4-diazabicyclo[2.2.2]octane). The product is Cc1cc(C)c(C(O)c2cnccc2-c2cccc(C#N)c2)c(C)c1. RXN SMILES: [Br-:17].[CH2:28]1[O:29][CH2:30][CH2:31][CH2:32]1.[CH3:18][c:19]1[c:20]([Mg+:27])[c:21]([CH3:26])[cH:22][c:23]([CH3:25])[cH:24]1.[CH:1](=[O:2])[c:3]1[cH:4][n:5][cH:6][cH:7][c:8]1-[c:9]1[cH:10][c:11]([C:12]#[N:13])[cH:14][cH:15][cH:16]1>>[CH:1]([OH:2])([c:3]1[cH:4][n:5][cH:6][cH:7][c:8]1-[c:9]1[cH:10][c:11]([C:12]#[N:13])[cH:14][cH:15][cH:16]1)[c:20]1[c:19]([CH3:18])[cH:24][c:23]([CH3:25])[cH:22][c:21]1[CH3:26]. The reactants are [Br-], C1CCOC1, Cc1cc(C)c([Mg+])c(C)c1, N#Cc1cccc(-c2ccncc2C=O)c1. The reactants are C(C)(C)C1=C(C(=CC=C1)O)C (isopropyl-o-cresol), C(CC)(=O)O (propionic acid), C(CC(O)(C(=O)O)CC(=O)O)(=O)O (citric acid). The product is C(=O)(O)CC1=CC(=C(OC(=O)C(CC(=O)O)(CC(=O)O)O)C(=C1)C(C)C)O (3-{[4-(carboxymethyl)-2-hydroxy-6-isopropylphenoxy]carbonyl}-3-hydroxypentanedioic acid). Reaction SMILES: [CH:1]([C:4]1[CH:9]=[CH:8][CH:7]=[C:6]([OH:10])[C:5]=1C)([CH3:3])[CH3:2].[C:12]([OH:16])(=[O:15])[CH2:13]C.[C:17]([OH:29])(=[O:28])[CH2:18][C:19]([CH2:24][C:25]([OH:27])=[O:26])([C:21]([OH:23])=[O:22])[OH:20]>>[C:12]([CH2:13][C:8]1[CH:9]=[C:4]([CH:1]([CH3:2])[CH3:3])[C:5]([O:22][C:21]([C:19]([OH:20])([CH2:18][C:17]([OH:29])=[O:28])[CH2:24][C:25]([OH:27])=[O:26])=[O:23])=[C:6]([OH:10])[CH:7]=1)([OH:16])=[O:15]. Procedure details: An antimicrobial compound was formed by combining the isopropyl-o-cresol from Example 2 with propionic acid and citric acid. 3-{[4-(carboxymethyl)-2-hydroxy-6-isopropylphenoxy]carbonyl}-3-hydroxypentanedioic acid (citro-propiono-cresol or CPC), was formed by combining 50 grams isopropyl-o-cresol with 25 ml propionic acid (90% purity) and 25 ml citric acid (95% purity). The mixture was heated to a temperature of 80° C. and mixed in a high speed turbo mixer for 3 minutes at a speed of 1,000 revolu... The reactants are C(C)(C)[C@H]1NS(CC1)(=O)=O ((S)-3-isopropylisothiazolidine 1,1-dioxide), BrC1=CC(=C(C(=C1)F)C(=O)N1CCN(CC1)C1=NC=C(C=C1C)C)F ((4-bromo-2,6-difluorophenyl) [4-(3,5-dimethylpyridin-2-yl)piperazin-1-yl]methanone). Product: FC1=C(C(=CC(=C1)N1S(CC[C@H]1C(C)C)(=O)=O)F)C(=O)N1CCN(CC1)C1=NC=C(C=C1C)C ((S)-[2,6-difluoro-4-(3-isopropyl-1,1-dioxo-1λ6-isothiazolidin-2-yl)phenyl][4-(3,5-dimethylpyridin-2-yl)piperazin-1-yl]methanone). Isolated yield 7.3%. As a reaction SMILES: [CH:1]([C@@H:4]1[CH2:8][CH2:7][S:6](=[O:10])(=[O:9])[NH:5]1)([CH3:3])[CH3:2].Br[C:12]1[CH:17]=[C:16]([F:18])[C:15]([C:19]([N:21]2[CH2:26][CH2:25][N:24]([C:27]3[C:32]([CH3:33])=[CH:31][C:30]([CH3:34])=[CH:29][N:28]=3)[CH2:23][CH2:22]2)=[O:20])=[C:14]([F:35])[CH:13]=1>>[F:18][C:16]1[CH:17]=[C:12]([N:5]2[C@H:4]([CH:1]([CH3:3])[CH3:2])[CH2:8][CH2:7][S:6]2(=[O:10])=[O:9])[CH:13]=[C:14]([F:35])[C:15]=1[C:19]([N:21]1[CH2:22][CH2:23][N:24]([C:27]2[C:32]([CH3:33])=[CH:31][C:30]([CH3:34])=[CH:29][N:28]=2)[CH2:25][CH2:26]1)=[O:20]. Procedure: Using (S)-3-isopropylisothiazolidine 1,1-dioxide (320 mg) described in Preparation Example 6 and (4-bromo-2,6-difluorophenyl) [4-(3,5-dimethylpyridin-2-yl)piperazin-1-yl]methanone (410 mg) described in Preparation Example 111 and by the reaction and treatment in the same manner as in Example 4, the title compound (36 mg) was obtained.